Dataset: the Open Reaction Database (ORD), a public repository of structured organic reaction records. Task: describe an organic reaction: reactants, conditions, products, and yield Starting materials: N([C@@H](CCCCNC(=O)OCC1=CC=CC=C1)C(=O)N[C@H](CC1=CN(C2=CC=CC=C12)C=O)C(=O)N[C@@H](CC1=CC=CC=C1)C(=O)N(C)CC1=CC=CC=C1)C(=O)OC(C)(C)C (Boc-Lys(Z)-D-Trp(CHO)-Phe-NMeBzl), Cl (HCl), C(Cl)Cl (methylene chloride). Yields the product N([C@@H](CCCCNC(=O)OCC1=CC=CC=C1)C(=O)N[C@H](CC1=CN(C2=CC=CC=C12)C=O)C(=O)N[C@@H](CC1=CC=CC=C1)C(=O)N(C)CC1=CC=CC=C1)C(=O)C (Ac-Lys(Z)-D-Trp(CHO)-Phe-NMeBzl). As a reaction SMILES: [NH:1]([C:56]([O:58]C(C)(C)C)=O)[C@H:2]([C:18]([NH:20][C@@H:21]([C:34]([NH:36][C@H:37]([C:45]([N:47]([CH2:49][C:50]1[CH:55]=[CH:54][CH:53]=[CH:52][CH:51]=1)[CH3:48])=[O:46])[CH2:38][C:39]1[CH:44]=[CH:43][CH:42]=[CH:41][CH:40]=1)=[O:35])[CH2:22][C:23]1[C:31]2[C:26](=[CH:27][CH:28]=[CH:29][CH:30]=2)[N:25]([CH:32]=[O:33])[CH:24]=1)=[O:19])[CH2:3][CH2:4][CH2:5][CH2:6][NH:7][C:8]([O:10][CH2:11][C:12]1[CH:17]=[CH:16][CH:15]=[CH:14][CH:13]=1)=[O:9].Cl.[CH2:64](Cl)Cl>>[NH:1]([C:56]([CH3:64])=[O:58])[C@H:2]([C:18]([NH:20][C@@H:21]([C:34]([NH:36][C@H:37]([C:45]([N:47]([CH2:49][C:50]1[CH:51]=[CH:52][CH:53]=[CH:54][CH:55]=1)[CH3:48])=[O:46])[CH2:38][C:39]1[CH:44]=[CH:43][CH:42]=[CH:41][CH:40]=1)=[O:35])[CH2:22][C:23]1[C:31]2[C:26](=[CH:27][CH:28]=[CH:29][CH:30]=2)[N:25]([CH:32]=[O:33])[CH:24]=1)=[O:19])[CH2:3][CH2:4][CH2:5][CH2:6][NH:7][C:8]([O:10][CH2:11][C:12]1[CH:17]=[CH:16][CH:15]=[CH:14][CH:13]=1)=[O:9]. Procedure details: To a solution of Boc-Lys(Z)-D-Trp(CHO)-Phe-NMeBzl (1.04 g) in methylene chloride (10 ml) was added 4N-HCl/DOX (10 ml) under ice-cooling. The mixture was stirred for an hour at room temperature. After evaporation, the residue was pulverized with diisopropyl ether, filtered, washed with diisopropyl ether and dried. The obtained HCl.H-Lys(Z)-D-Trp(CHO)-Phe-NMeBzl (0.94 g) was dissolved in methylene chloride (15 ml) and cooled in an ice-bath. To the solution were added triethylamine (0.34 ml) and Ac... Reactants: NCC1N(CCC2=CC=CC=C12)CCO (1-aminomethyl-2-(2-hydroxyethyl)-1,2,3,4-tetrahydroisoquinoline), COC=1C=C(C(=O)Cl)C=C(C1OC)OC (3,4,5-trimethoxybenzoyl chloride). The solvent is N1=CC=CC=C1 (pyridine). Conditions: time 8 hour. Yields the product COC=1C=C(C(=O)NCC2N(CCC3=CC=CC=C23)CCO)C=C(C1OC)OC (1-(3,4,5-trimethoxybenzamidomethyl)-2-(2-hydroxyethyl)-1,2,3,4-tetrahydroisoquinoline). Reaction SMILES: [NH2:1][CH2:2][CH:3]1[C:12]2[C:7](=[CH:8][CH:9]=[CH:10][CH:11]=2)[CH2:6][CH2:5][N:4]1[CH2:13][CH2:14][OH:15].[CH3:16][O:17][C:18]1[CH:19]=[C:20]([CH:24]=[C:25]([O:29][CH3:30])[C:26]=1[O:27][CH3:28])[C:21](Cl)=[O:22]>N1C=CC=CC=1>[CH3:30][O:29][C:25]1[CH:24]=[C:20]([CH:19]=[C:18]([O:17][CH3:16])[C:26]=1[O:27][CH3:28])[C:21]([NH:1][CH2:2][CH:3]1[C:12]2[C:7](=[CH:8][CH:9]=[CH:10][CH:11]=2)[CH2:6][CH2:5][N:4]1[CH2:13][CH2:14][OH:15])=[O:22]. Reported procedure: A solution of 20.6 g. of 1-aminomethyl-2-(2-hydroxyethyl)-1,2,3,4-tetrahydroisoquinoline and 27.6 g. of 3,4,5-trimethoxybenzoyl chloride in 130 ml. of pyridine is left to stand overnight. The thus-precipitated 1-(3,4,5-trimethoxybenzamidomethyl)-2-[2-(3,4,5-trimethoxybenzoyloxy)-ethyl]-1,2,3,4-tetrahydroisoquinoline is filtered, washed with ether, and extracted with methanol; m.p. 236°-238°. The pyridine filtrate is evaporated, the residue is taken up in chloroform and washed several times with ... Reactants: C(C)(=O)NC1=CC=CC=C1 (acetanilide), Cl (hydrochloric acid), Br(=O)(=O)[O-].[Na+] (sodium bromate), BrBr (bromine). The reagents and catalysts are BrBr (bromine). Run in ClCCl (dichloromethane), O (water). Conditions: time 30 minute. The product is BrC1=CC=C(NC(C)=O)C=C1 (p-bromoacetanilide). The yield is 92.7%. Reaction SMILES: Br([O-])(=O)=O.[Na+].[Br:6]Br.[C:8]([NH:11][C:12]1[CH:17]=[CH:16][CH:15]=[CH:14][CH:13]=1)(=[O:10])[CH3:9].Cl>O.ClCCl.BrBr>[Br:6][C:15]1[CH:16]=[CH:17][C:12]([NH:11][C:8](=[O:10])[CH3:9])=[CH:13][CH:14]=1 |f:0.1|. Reported procedure: 4.3 ml of alkaline (lime) bromine (containing 0.242 g bromide and 0.051 g bromate per ml of solution) and 0.52 g sodium bromate in 10 ml water were taken in a round bottom flask with total bromine content of 19.135 mmol. Into this was added 2.5 g (18.517 mmol) of acetanilide in 12.5 ml dichloromethane. 25 ml of 3.6 N hydrochloric acid was added over a period of 13 min under stirring at room temperature. Stirring was continued for another 30 min. The precipitate was filtered, washed with water an...